Dataset: the Open Reaction Database (ORD), a public repository of structured organic reaction records. Task: describe an organic reaction: reactants, conditions, products, and yield The reactants are NC1=NC=CC=C1CO (2-amino-3-(hydroxymethyl)pyridine), BrBr (bromine). Run in CC(=O)O (HOAc). Conditions: time 8 hour. Yields the product Br.NC1=NC=C(C=C1CO)Br (2-Amino-5-bromo-3-(hydroxymethyl)pyridine hydrobromide). Isolated yield 161.9%. As a reaction SMILES: [NH2:1][C:2]1[C:7]([CH2:8][OH:9])=[CH:6][CH:5]=[CH:4][N:3]=1.[Br:10]Br>CC(O)=O>[BrH:10].[NH2:1][C:2]1[C:7]([CH2:8][OH:9])=[CH:6][C:5]([Br:10])=[CH:4][N:3]=1 |f:3.4|. Reported procedure: To a stirred solution of 2-amino-3-(hydroxymethyl)pyridine (156 g, 1.257 mole) in HOAc (2.5 L) at ambient temperature was added bromine (64.1 mL, 1.257 mole) dropwise over 1 hr. A suspension began to form during the addition. An exotherm to 36° C. was controlled with an ice bath. After the addition, the reaction mixture was stirred at ambient temperature overnight. The yellow precipitate was filtered, washed with ether and air-dried to give the title compound (289 g, 81%): MS (ES) m/e 203.2 (M+H... Reactants: COc1cc2ncnc(C3CCN(C(=O)Cl)CC3)c2cc1OC, CS(C)=O, CCN(C(C)C)C(C)C, Nc1ccc(OC(F)F)cc1. Yields the product COc1cc2ncnc(C3CCN(C(=O)Nc4ccc(OC(F)F)cc4)CC3)c2cc1OC. As a reaction SMILES: [CH3:1][O:2][c:3]1[cH:4][c:5]2[c:6]([CH:15]3[CH2:16][CH2:17][N:18]([C:21](=[O:22])[Cl:23])[CH2:19][CH2:20]3)[n:7][cH:8][n:9][c:10]2[cH:11][c:12]1[O:13][CH3:14].[CH3:44][S:45]([CH3:46])=[O:47].[CH:35]([N:36]([CH2:37][CH3:38])[CH:39]([CH3:40])[CH3:41])([CH3:42])[CH3:43].[F:24][CH:25]([O:26][c:27]1[cH:28][cH:29][c:30]([NH2:31])[cH:32][cH:33]1)[F:34]>>[CH3:1][O:2][c:3]1[cH:4][c:5]2[c:6]([CH:15]3[CH2:16][CH2:17][N:18]([C:21](=[O:22])[NH:31][c:30]4[cH:29][cH:28][c:27]([O:26][CH:25]([F:24])[F:34])[cH:33][cH:32]4)[CH2:19][CH2:20]3)[n:7][cH:8][n:9][c:10]2[cH:11][c:12]1[O:13][CH3:14]. Starting materials: C(C)(=O)NC1=NC(=C2N=CN(C2=N1)COC(COC(C(C)(C)C)=O)COC(C(C)(C)C)=O)Cl (2-acetylamino-6-chloro-9-[1,3-di(2,2-dimethylpropanoyloxy)-2-propoxymethyl]purine), N (ammonia). The product is NC1=NC(=C2N=CN(C2=N1)COC(CO)CO)N (2,6-diamino-9-(1,3-dihydroxy-2-propoxymethyl)purine). As a reaction SMILES: C([NH:4][C:5]1[N:13]=[C:12]2[C:8]([N:9]=[CH:10][N:11]2[CH2:14][O:15][CH:16]([CH2:25][O:26]C(=O)C(C)(C)C)[CH2:17][O:18]C(=O)C(C)(C)C)=[C:7](Cl)[N:6]=1)(=O)C.[NH3:34]>>[NH2:4][C:5]1[N:13]=[C:12]2[C:8]([N:9]=[CH:10][N:11]2[CH2:14][O:15][CH:16]([CH2:25][OH:26])[CH2:17][OH:18])=[C:7]([NH2:34])[N:6]=1. Procedure details: A solution of 2-acetylamino-6-chloro-9-[1,3-di(2,2-dimethylpropanoyloxy)-2-propoxymethyl]purine (200 mg) in methanolic ammonia (15 ml) was heated in a Parr bomb at 90° C. for 18 hours. The solution was evaporated and the residue recrystallized from methanol to give 136 mg of 2,6-diamino-9-(1,3-dihydroxy-2-propoxymethyl)purine, m.p. 176°-177° C. Reactants: Cl (HCl), [Mg] (magnesium), C12C(CC(C=C1)C2)C=O (5-norbornene-2-carbaldehyde), ClCCCCOC (1-chloro-4-methoxybutane). The solvent is O (water), O1CCCC1 (tetrahydrofuran). Reaction conditions: time 2 hour. The product is OC(CCCCOC)C1C2C=CC(C1)C2 (5-(1-hydroxy-5-methoxypentyl)-2-norbornene). Isolated yield 75.4%. RXN SMILES: Cl[CH2:2][CH2:3][CH2:4][CH2:5][O:6][CH3:7].[Mg].[CH:9]12[CH2:15][CH:12]([CH:13]=[CH:14]1)[CH2:11][CH:10]2[CH:16]=[O:17].Cl>O1CCCC1.O>[OH:17][CH:16]([CH:10]1[CH2:11][CH:12]2[CH2:15][CH:9]1[CH:14]=[CH:13]2)[CH2:2][CH2:3][CH2:4][CH2:5][O:6][CH3:7]. Reported procedure: In 300 g of tetrahydrofuran was dissolved 122.6 g of 1-chloro-4-methoxybutane. The solution was added dropwise to 24.3 g of metallic magnesium over 2 hours and below 60° C. Agitation was continued for 2 hours at room temperature. To the solution, 122.2 g of 5-norbornene-2-carbaldehyde was added dropwise over one hour and below 50° C. Agitation was continued for one hour at room temperature to drive the reaction to completion. Then 300 g of water and 44 g of 20% HCl were added to the solution, wh... Reactants: CCOC(=O)C(=O)c1ccc(Cl)cc1Cl, CCOCC, CCOC(=O)CP(=O)(OCC)OCC, CCO, [Cl-], [Na+]. Yields the product CCOC(=O)C=C(C(=O)OCC)c1ccc(Cl)cc1Cl. Reaction SMILES: [CH2:1]([CH3:2])[O:3][C:4]([C:5](=[O:6])[c:7]1[c:8]([Cl:14])[cH:9][c:10]([Cl:13])[cH:11][cH:12]1)=[O:15].[CH2:32]([O:33][CH2:34][CH3:35])[CH3:36].[CH3:16][CH2:17][O:18][C:19](=[O:20])[CH2:21][P:22]([O:23][CH2:24][CH3:25])([O:26][CH2:27][CH3:28])=[O:29].[CH3:37][CH2:38][OH:39].[Cl-:30].[Na+:31]>>[CH2:1]([CH3:2])[O:3][C:4]([C:5]([c:7]1[c:8]([Cl:14])[cH:9][c:10]([Cl:13])[cH:11][cH:12]1)=[CH:21][C:19]([O:18][CH2:17][CH3:16])=[O:20])=[O:15]. Reactants: C1CCOC1, CCOC(=O)CSc1nnc(CF)n1-c1ccc(C)c2c1CCCC2, [Li+], [OH-], O. Yields the product Cc1ccc(-n2c(CF)nnc2SCC(=O)O)c2c1CCCC2. As a reaction SMILES: [CH2:28]1[O:29][CH2:30][CH2:31][CH2:32]1.[F:3][CH2:4][c:5]1[n:6](-[c:17]2[cH:18][cH:19][c:20]([CH3:27])[c:21]3[c:26]2[CH2:25][CH2:24][CH2:23][CH2:22]3)[c:7]([S:10][CH2:11][C:12](=[O:13])[O:14][CH2:15][CH3:16])[n:8][n:9]1.[Li+:1].[OH-:2].[OH2:33]>>[F:3][CH2:4][c:5]1[n:6](-[c:17]2[cH:18][cH:19][c:20]([CH3:27])[c:21]3[c:26]2[CH2:25][CH2:24][CH2:23][CH2:22]3)[c:7]([S:10][CH2:11][C:12](=[O:13])[OH:14])[n:8][n:9]1. The reactants are NC1=C(C=C(C=2C(C3=CC=CC=C3C(C12)=O)=O)[N+](=O)[O-])C(=O)OCCCCC (pentyl 1-amino-4-nitroanthraquinone-2-carboxylate), NC1=C(C=C(C=2C(C3=CC=CC=C3C(C12)=O)=O)[N+](=O)[O-])C(=O)Cl (1-amino-4-nitroanthraquinone-2-carboxylic acid chloride), C(CCCC)O (n-pentanol), C([O-])([O-])=O.[K+].[K+] (potassium carbonate), CC1=CC=C(C=C1)S (4-methylthiophenol). Run in CN1C(CCC1)=O (N-methylpyrrolidone), O (water). Run at time 1.5 hour. Yields the product NC1=C(C=C(C=2C(C3=CC=CC=C3C(C12)=O)=O)SC1=CC=C(C=C1)C)C(=O)OCCCCC (n-pentyl 1-amino-4-(4-methylphenylmercapto)-anthraquinone-2-carboxylate). Yield: 72.4%. RXN SMILES: [NH2:1][C:2]1[C:15]2[C:14](=[O:16])[C:13]3[C:8](=[CH:9][CH:10]=[CH:11][CH:12]=3)[C:7](=[O:17])[C:6]=2[C:5]([N+]([O-])=O)=[CH:4][C:3]=1[C:21]([O:23][CH2:24][CH2:25][CH2:26][CH2:27][CH3:28])=[O:22].NC1C2C(=O)C3C(=CC=CC=3)C(=O)C=2C([N+]([O-])=O)=CC=1C(Cl)=O.C(O)CCCC.C(=O)([O-])[O-].[K+].[K+].[CH3:64][C:65]1[CH:70]=[CH:69][C:68]([SH:71])=[CH:67][CH:66]=1>O.CN1CCCC1=O>[NH2:1][C:2]1[C:15]2[C:14](=[O:16])[C:13]3[C:8](=[CH:9][CH:10]=[CH:11][CH:12]=3)[C:7](=[O:17])[C:6]=2[C:5]([S:71][C:68]2[CH:69]=[CH:70][C:65]([CH3:64])=[CH:66][CH:67]=2)=[CH:4][C:3]=1[C:21]([O:23][CH2:24][CH2:25][CH2:26][CH2:27][CH3:28])=[O:22] |f:3.4.5|. Reported procedure: 7.7 g of pentyl 1-amino-4-nitroanthraquinone-2-carboxylate, prepared from 1-amino-4-nitroanthraquinone-2-carboxylic acid chloride and n-pentanol, 2.7 g of anhydrous potassium carbonate and 2.7 g of 4-methylthiophenol are introduced into 50 cc of N-methylpyrrolidone, and the mixture is heated to 125°-130° C. in the course of 1 hour and is stirred at this temperature until, after about 1.5 hours, complete reaction has been achieved. The reaction mixture is allowed to cool and is diluted at 40° C. ...